From a dataset of the Open Reaction Database (ORD), a public repository of structured organic reaction records. describe an organic reaction: reactants, conditions, products, and yield Reactants: [OH-].[Na+] (NaOH), COC(C=CC1=CC(=CC=C1)S(NC1=CC=CC=C1)(=O)=O)=O (3-(3-Phenylsulfamoylphenyl)acrylic acid methyl ester), resultant solution. The solvent is CO (methanol). Reaction conditions: time 30 minute. The product is C1(=CC=CC=C1)NS(=O)(=O)C=1C=C(C=CC1)C=CC(=O)O (3-(3-Phenylsulfamoylphenyl)acrylic acid). Yield: 82.7%. RXN SMILES: C[O:2][C:3](=[O:22])[CH:4]=[CH:5][C:6]1[CH:11]=[CH:10][CH:9]=[C:8]([S:12](=[O:21])(=[O:20])[NH:13][C:14]2[CH:19]=[CH:18][CH:17]=[CH:16][CH:15]=2)[CH:7]=1.[OH-].[Na+]>CO>[C:14]1([NH:13][S:12]([C:8]2[CH:7]=[C:6]([CH:5]=[CH:4][C:3]([OH:22])=[O:2])[CH:11]=[CH:10][CH:9]=2)(=[O:21])=[O:20])[CH:15]=[CH:16][CH:17]=[CH:18][CH:19]=1 |f:1.2|. Reported procedure: 3-(3-Phenylsulfamoylphenyl)acrylic acid methyl ester (4a) (0.220 g, 0.69 mmol) was dissolved in methanol (3 ml), 1N NaOH (2.08 ml, 2.08 mmol) was added and the resultant solution was stirred at ambient temperature overnight. The reaction mixture was partitioned between ethyl acetate and water. The aqueous layer was acidified with 10% HCl and stirred for 30 min. The precipitated solid was filtered, washed with water and dried in desiccator over P2O5 to give the title compound as a white solid (0....